From a dataset of the Open Reaction Database (ORD), a public repository of structured organic reaction records. describe an organic reaction: reactants, conditions, products, and yield Starting materials: Cl (hydrochloric acid), CC1=NNC2=CC=C(C=C12)C=O (3-methyl-1H-indazole-5-carbaldehyde), O1C(CC(C1)=O)=O (furan-2,4(3H,5H)-dione), NC(=CC#N)C(F)(F)F (3-amino-4,4,4-trifluorobut-2-enenitrile). The solvent is O (water), C(CCCC)O (1-pentanol). Run at temperature 100 celsius, time 4 hour. Yields the product CC1=NNC2=CC=C(C=C12)C1C2=C(NC(=C1C#N)C(F)(F)F)COC2=O (4-(3-Methyl-1H-indazol-5-yl)-5-oxo-2-(trifluoromethyl)-1,4,5,7-tetrahydrofuro[3,4-b]pyridine-3-carbonitrile). Reaction SMILES: [CH3:1][C:2]1[C:10]2[C:5](=[CH:6][CH:7]=[C:8]([CH:11]=O)[CH:9]=2)[NH:4][N:3]=1.[O:13]1[CH2:17][C:16](=O)[CH2:15][C:14]1=[O:19].[NH2:20][C:21]([C:25]([F:28])([F:27])[F:26])=[CH:22][C:23]#[N:24].Cl>C(O)CCCC.O>[CH3:1][C:2]1[C:10]2[C:5](=[CH:6][CH:7]=[C:8]([CH:11]3[C:22]([C:23]#[N:24])=[C:21]([C:25]([F:28])([F:27])[F:26])[NH:20][C:16]4[CH2:17][O:13][C:14](=[O:19])[C:15]3=4)[CH:9]=2)[NH:4][N:3]=1. Procedure details: 100 mg (0.624 mmol) 3-methyl-1H-indazole-5-carbaldehyde (Example 1A) and 62.5 mg (0.624 mmol) furan-2,4(3H,5H)-dione were heated up to reflux in 1-pentanol (3 ml) for 1 h. After addition of 425 mg (3.120 mmol) 3-amino-4,4,4-trifluorobut-2-enenitrile [A. W. Lutz, U.S. Pat. No. 3,635,977], the reaction mixture was stirred at 100° C. for further 4 h. Then, conc. hydrochloric acid (115 μl) and water (350 μl) were added, and the mixture was stirred at 100° C. for another 1 h. After cooling, the mixtu... Reactants: COC(=O)CCCCCCc1nc2c(F)c(F)cc(F)c2s1, CC(C)OC(C)C, [Na+], C1COCCO1, [OH-], O. Product: O=C(O)CCCCCCc1nc2c(F)c(F)cc(F)c2s1. RXN SMILES: [CH3:1][O:2][C:3]([CH2:4][CH2:5][CH2:6][CH2:7][CH2:8][CH2:9][c:10]1[s:11][c:12]2[c:13]([n:14]1)[c:15]([F:21])[c:16]([F:20])[cH:17][c:18]2[F:19])=[O:22].[CH:25]([O:26][CH:27]([CH3:28])[CH3:29])([CH3:30])[CH3:31].[Na+:24].[O:33]1[CH2:34][CH2:35][O:36][CH2:37][CH2:38]1.[OH-:23].[OH2:32]>>[O:2]=[C:3]([CH2:4][CH2:5][CH2:6][CH2:7][CH2:8][CH2:9][c:10]1[s:11][c:12]2[c:13]([n:14]1)[c:15]([F:21])[c:16]([F:20])[cH:17][c:18]2[F:19])[OH:22]. Starting materials: ClC1=C(C=C2C(=C(C=NC2=C1)C(=O)OCC)O)F (7-chloro-6-fluoro-4-hydroxy-3-quinolinecarboxylic acid, ethyl ester), C([O-])([O-])=O.[K+].[K+] (potassium carbonate), C(C)I (ethyl iodide). The solvent is CN(C=O)C (dimethylformamide). Product: ClC1=C(C=C2C(C(=CN(C2=C1)CC)C(=O)OCC)=O)F (7-chloro-1-ethyl-6-fluoro-1,4-dihydro-4-oxo-3-quinolinecarboxylic acid, ethyl ester). Reaction SMILES: [Cl:1][C:2]1[CH:11]=[C:10]2[C:5]([C:6]([OH:17])=[C:7]([C:12]([O:14][CH2:15][CH3:16])=[O:13])[CH:8]=[N:9]2)=[CH:4][C:3]=1[F:18].C(=O)([O-])[O-].[K+].[K+].[CH2:25](I)[CH3:26]>CN(C)C=O>[Cl:1][C:2]1[CH:11]=[C:10]2[C:5]([C:6](=[O:17])[C:7]([C:12]([O:14][CH2:15][CH3:16])=[O:13])=[CH:8][N:9]2[CH2:25][CH3:26])=[CH:4][C:3]=1[F:18] |f:1.2.3|. Procedure details: A 59.7 g portion of the above ester was suspended in 425 ml of dimethylformamide, 76.6 g of potassium carbonate was added and this mixture was stirred in an oil bath at 80°-90° C. An 89 ml portion of ethyl iodide was added, the mixture was stirred at 80°-90° C. for 18 hours and then evaporated. The residue was dissolved in water and then extracted with dichloromethane. The extract was washed with water, dried, filtered through hydrous magnesium silicate and evaporated in vacuo. The solid was rec... Reactants: [NH4+].[Cl-] (NH4Cl), [N+](=O)([O-])C=1C=CC(=NC1)C=1C=C2CCC(C(C2=CC1)=O)(CC(F)(F)F)CC(=O)OCC (Ethyl 2-(6-(5-nitropyridin-2-yl)-1-oxo-2-(2,2,2-trifluoroethyl)-1,2,3,4-tetrahydronaphthalen-2-yl)acetate). The product is NC=1C=CC(=NC1)C=1C=C2CCC(C(C2=CC1)=O)(CC(F)(F)F)CC(=O)OCC (Ethyl 2-(6-(5-aminopyridin-2-yl)-1-oxo-2-(2,2,2-trifluoroethyl)-1,2,3,4-tetrahydronaphthalen-2-yl)acetate). Reagents/catalysts: [Fe] (Iron). Yield: 75.7%. The solvent is C(C)O.O (ethanol water). RXN SMILES: [NH4+].[Cl-].[N+:3]([C:6]1[CH:7]=[CH:8][C:9]([C:12]2[CH:13]=[C:14]3[C:19](=[CH:20][CH:21]=2)[C:18](=[O:22])[C:17]([CH2:28][C:29]([O:31][CH2:32][CH3:33])=[O:30])([CH2:23][C:24]([F:27])([F:26])[F:25])[CH2:16][CH2:15]3)=[N:10][CH:11]=1)([O-])=O>C(O)C.O.[Fe]>[NH2:3][C:6]1[CH:7]=[CH:8][C:9]([C:12]2[CH:13]=[C:14]3[C:19](=[CH:20][CH:21]=2)[C:18](=[O:22])[C:17]([CH2:28][C:29]([O:31][CH2:32][CH3:33])=[O:30])([CH2:23][C:24]([F:27])([F:25])[F:26])[CH2:16][CH2:15]3)=[N:10][CH:11]=1 |f:0.1,3.4|. Procedure details: Iron powder (0.218 g, 3.9 mmol) and NH4Cl (0.208 g, 3.9 mmol) was added to a solution of 1I (1.7 g, 3.9 mmol) in 15 mL of ethanol-water (2:1) mixture. The reaction mixture was refluxed for 3 h, and solvent was removed under reduced pressure. The crude product was purified by flash chromatography using 25% ethyl acetate in hexane to afford the title compound (1.2 g, 53%) as a solid. 1H NMR (400 MHz, CDCl3) δ 8.20 (d, J=2.8 Hz, 1H), 8.09 (d, J=8.2 Hz, 1H), 7.88-7.78 (m, 2H), 7.60 (d, J=8.4 Hz, 1H)... The reactants are CC1(OC=2C(C(C=C(C2)C(CCCC2=CC=C(C=C2)F)C)(O)O)=C2CNCCC21)C (5,5-Dimethyl-8-(4-p-fluorophenyl-1-methylbutyl)-10-hydroxy-1,2,3,4-tetrahydro-5H[1]benzopyrano[4,3-c]pyridin-10-ol), C1(CC1)CBr (cyclopropylmethylbromide). Run in CN(C=O)C (dimethylformamide). Yields the product CC1(OC=2C(C(C=C(C2)C(CCCC2=CC=C(C=C2)F)C)(O)O)=C2CN(CCC21)CC2CC2)C (5,5-Dimethyl-8-(4-p-Fluorophenyl-1-Methylbutyl)-10-Hydroxy-2-(Cyclopropylmethyl)-1,2,3,4-Tetrahydro-5H[1]Benzopyrano[4,3-c]Pyridin-10-ol). Reaction SMILES: [CH3:1][C:2]1([CH3:30])[CH:29]2[C:24]([CH2:25][NH:26][CH2:27][CH2:28]2)=[C:5]2[C:6]([OH:23])([OH:22])[CH:7]=[C:8]([CH:10]([CH3:21])[CH2:11][CH2:12][CH2:13][C:14]3[CH:19]=[CH:18][C:17]([F:20])=[CH:16][CH:15]=3)[CH:9]=[C:4]2[O:3]1.[CH:31]1([CH2:34]Br)[CH2:33][CH2:32]1>CN(C)C=O>[CH3:30][C:2]1([CH3:1])[CH:29]2[C:24]([CH2:25][N:26]([CH2:34][CH:31]3[CH2:33][CH2:32]3)[CH2:27][CH2:28]2)=[C:5]2[C:6]([OH:22])([OH:23])[CH:7]=[C:8]([CH:10]([CH3:21])[CH2:11][CH2:12][CH2:13][C:14]3[CH:19]=[CH:18][C:17]([F:20])=[CH:16][CH:15]=3)[CH:9]=[C:4]2[O:3]1. Procedure: 5,5-Dimethyl-8-(4-p-fluorophenyl-1-methylbutyl)-10-hydroxy-1,2,3,4-tetrahydro-5H[1]benzopyrano[4,3-c]pyridin-10-ol (1 mole) and cyclopropylmethylbromide were reacted in dimethylformamide as described in Example 7 to give the desired product.